The task is: describe an organic reaction: reactants, conditions, products, and yield. This data is from the Open Reaction Database (ORD), a public repository of structured organic reaction records. Starting materials: CCCN1Cc2ccccc2C(=O)c2cc(CC(=O)OC)ccc21, CO, [Na+], [OH-], O. Yields the product CCCN1Cc2ccccc2C(=O)c2cc(CC(=O)O)ccc21. RXN SMILES: [CH2:1]([CH2:2][CH3:3])[N:4]1[c:5]2[c:6]([cH:16][c:17]([CH2:20][C:21](=[O:22])[O:23][CH3:24])[cH:18][cH:19]2)[C:7](=[O:15])[c:8]2[c:9]([cH:11][cH:12][cH:13][cH:14]2)[CH2:10]1.[CH3:27][OH:28].[Na+:26].[OH-:25].[OH2:29]>>[CH2:1]([CH2:2][CH3:3])[N:4]1[c:5]2[c:6]([cH:16][c:17]([CH2:20][C:21](=[O:22])[OH:23])[cH:18][cH:19]2)[C:7](=[O:15])[c:8]2[c:9]([cH:11][cH:12][cH:13][cH:14]2)[CH2:10]1. Starting materials: CC(C)n1c(=O)c(OC(=O)C(C)(C)C)c2n(c1=O)C(CCO)CN(Cc1ccc(F)cc1)C2=O, C[O-], CO, [Na+]. Yields the product CC(C)n1c(=O)c(O)c2n(c1=O)C(CCO)CN(Cc1ccc(F)cc1)C2=O. Reaction SMILES: [C:1](=[O:2])([C:3]([CH3:4])([CH3:5])[CH3:6])[O:7][c:8]1[c:9]2[n:10]([c:11](=[O:18])[n:12]([CH:15]([CH3:16])[CH3:17])[c:13]1=[O:14])[CH:19]([CH2:32][CH2:33][OH:34])[CH2:20][N:21]([CH2:24][c:25]1[cH:26][cH:27][c:28]([F:31])[cH:29][cH:30]1)[C:22]2=[O:23].[CH3:35][O-:36].[CH3:38][OH:39].[Na+:37]>>[OH:7][c:8]1[c:9]2[n:10]([c:11](=[O:18])[n:12]([CH:15]([CH3:16])[CH3:17])[c:13]1=[O:14])[CH:19]([CH2:32][CH2:33][OH:34])[CH2:20][N:21]([CH2:24][c:25]1[cH:26][cH:27][c:28]([F:31])[cH:29][cH:30]1)[C:22]2=[O:23]. Procedure details: (S)-ethyl 5-(4-bromophenyl)-2-(1-(tert-butoxycarbonyl)pyrrolidin-2-yl)-1H-imidazole-4-carboxylate (1 g, 2.1 mmol) was dissolved in 2M methylamine in MeOH (35 mL) and heated in a pressure vessel at 70° C. for 48 h. The reaction mixture was concentrated and the residue applied to a Biotage 25 m silica gel cartridge and eluted by 10-100% gradient, ethyl acetate/Hex to give 556 mg (57%). 1H NMR (300 MHz, DMSO-d6) δ 12.5 (br.s, 1H), 7.86-7.82 (m, 1H), 7.77 (d, J=8.4 Hz, 2H), 7.61 (d, J=8.7 Hz, 2H), 4... Conditions: temperature 70 celsius. RXN SMILES: [Br:1][C:2]1[CH:7]=[CH:6][C:5]([C:8]2[NH:12][C:11]([C@@H:13]3[CH2:17][CH2:16][CH2:15][N:14]3[C:18]([O:20][C:21]([CH3:24])([CH3:23])[CH3:22])=[O:19])=[N:10][C:9]=2[C:25]([O:27]CC)=O)=[CH:4][CH:3]=1.[CH3:30][NH2:31]>CO>[Br:1][C:2]1[CH:7]=[CH:6][C:5]([C:8]2[NH:12][C:11]([C@@H:13]3[CH2:17][CH2:16][CH2:15][N:14]3[C:18]([O:20][C:21]([CH3:23])([CH3:22])[CH3:24])=[O:19])=[N:10][C:9]=2[C:25](=[O:27])[NH:31][CH3:30])=[CH:4][CH:3]=1. Reactants: BrC1=CC=C(C=C1)C1=C(N=C(N1)[C@H]1N(CCC1)C(=O)OC(C)(C)C)C(=O)OCC ((S)-ethyl 5-(4-bromophenyl)-2-(1-(tert-butoxycarbonyl)pyrrolidin-2-yl)-1H-imidazole-4-carboxylate), CN (methylamine). Product: BrC1=CC=C(C=C1)C1=C(N=C(N1)[C@H]1N(CCC1)C(=O)OC(C)(C)C)C(NC)=O ((S)-tert-butyl 2-(5-(4-bromophenyl)-4-(methylcarbamoyl)-1H-imidazol-2-yl)pyrrolidine-1-carboxylate). Run in CO (MeOH). Starting materials: CC(C)([O-])C.[Na+] (sodium tert-butoxide), N1CCOCC1 (morpholine), CC(C)C1=CC(=C(C(=C1)C(C)C)C2=C(C=CC=C2)P(C3CCCCC3)C4CCCCC4)C(C)C (XPhos), C(C)(=O)N1CC2(CS(C2)(=O)=O)C2=CC=C(C=C12)Br (1-acetyl-6-bromo-1,2-dihydrospiro[indole-3,3′thietane]1′,1′-dioxide). The reagents and catalysts are C=1C=CC(=CC1)/C=C/C(=O)/C=C/C2=CC=CC=C2.C=1C=CC(=CC1)/C=C/C(=O)/C=C/C2=CC=CC=C2.C=1C=CC(=CC1)/C=C/C(=O)/C=C/C2=CC=CC=C2.[Pd].[Pd] (Pd2(dba)3). Run in O1CCOCC1 (1,4-dioxane). Run at temperature 110 celsius, time 90 minute. Product: C(C)(=O)N1CC2(CS(C2)(=O)=O)C2=CC=C(C=C12)N1CCOCC1 (1-acetyl-6-(4-morpholinyl)-1,2-dihydrospiro[indole-3,3′-thietane]1′,1′-dioxide). RXN SMILES: CC(C)([O-])C.[Na+].[NH:7]1[CH2:12][CH2:11][O:10][CH2:9][CH2:8]1.CC(C1C=C(C(C)C)C(C2C=CC=CC=2P(C2CCCCC2)C2CCCCC2)=C(C(C)C)C=1)C.[C:47]([N:50]1[C:63]2[C:58](=[CH:59][CH:60]=[C:61](Br)[CH:62]=2)[C:52]2([CH2:55][S:54](=[O:57])(=[O:56])[CH2:53]2)[CH2:51]1)(=[O:49])[CH3:48]>O1CCOCC1.C1C=CC(/C=C/C(/C=C/C2C=CC=CC=2)=O)=CC=1.C1C=CC(/C=C/C(/C=C/C2C=CC=CC=2)=O)=CC=1.C1C=CC(/C=C/C(/C=C/C2C=CC=CC=2)=O)=CC=1.[Pd].[Pd]>[C:47]([N:50]1[C:63]2[C:58](=[CH:59][CH:60]=[C:61]([N:7]3[CH2:12][CH2:11][O:10][CH2:9][CH2:8]3)[CH:62]=2)[C:52]2([CH2:53][S:54](=[O:56])(=[O:57])[CH2:55]2)[CH2:51]1)(=[O:49])[CH3:48] |f:0.1,6.7.8.9.10|. Procedure: To a microwave vessel was added sodium tert-butoxide (0.045 g, 0.466 mmol), morpholine (0.030 mL, 0.350 mmol), XPhos, Pd2(dba)3 (0.021 g, 0.023 mmol), and 1-acetyl-6-bromo-1,2-dihydrospiro[indole-3,3′thietane]1′,1′-dioxide (0.077 g, 0.233 mmol) in 1,4-dioxane (2.3 mL). The suspension was deoxygenated with argon for 5 min and stirred at 110° C. for 90 min under microwave irradiation. The crude mixture was loaded directly onto a silica gel column (eluting with a gradient of 0-10% MeOH in DCM) to g... The reactants are O=C([O-])[O-], CN(C)CCCCl, Cl, [Cs+], [Cs+], Oc1ccc(-c2nnc(CSCc3cccc4ccccc34)o2)cc1. The product is CN(C)CCCOc1ccc(-c2nnc(CSCc3cccc4ccccc34)o2)cc1. As a reaction SMILES: [C:26](=[O:27])([O-:28])[O-:29].[Cl:33][CH2:34][CH2:35][CH2:36][N:37]([CH3:38])[CH3:39].[ClH:32].[Cs+:30].[Cs+:31].[c:1]1([CH2:11][S:12][CH2:13][c:14]2[n:15][n:16][c:17](-[c:19]3[cH:20][cH:21][c:22]([OH:25])[cH:23][cH:24]3)[o:18]2)[cH:2][cH:3][cH:4][c:5]2[cH:6][cH:7][cH:8][cH:9][c:10]12>>[c:1]1([CH2:11][S:12][CH2:13][c:14]2[n:15][n:16][c:17](-[c:19]3[cH:20][cH:21][c:22]([O:25][CH2:34][CH2:35][CH2:36][N:37]([CH3:38])[CH3:39])[cH:23][cH:24]3)[o:18]2)[cH:2][cH:3][cH:4][c:5]2[cH:6][cH:7][cH:8][cH:9][c:10]12. The reactants are CCOC(=O)c1sc(SC)c2c1CCc1sc(C)nc1-2, CCO, [Na+], C1CCOC1, [OH-], O. Product: CSc1sc(C(=O)O)c2c1-c1nc(C)sc1CC2. Reaction SMILES: [CH3:1][c:2]1[s:3][c:4]2[c:5]([n:6]1)-[c:7]1[c:8]([c:11]([C:16](=[O:17])[O:18][CH2:19][CH3:20])[s:12][c:13]1[S:14][CH3:15])[CH2:9][CH2:10]2.[CH3:21][CH2:22][OH:23].[Na+:30].[O:24]1[CH2:25][CH2:26][CH2:27][CH2:28]1.[OH-:29].[OH2:31]>>[CH3:1][c:2]1[s:3][c:4]2[c:5]([n:6]1)-[c:7]1[c:8]([c:11]([C:16](=[O:17])[OH:18])[s:12][c:13]1[S:14][CH3:15])[CH2:9][CH2:10]2. Starting materials: S(=O)(=O)([O-])[O-].[NH4+].[NH4+] (ammonium sulfate). Run in O (water). Yields the product S([O-])(O)(=O)=O.[NH4+] (ammonium bisulfate), S(=O)(=O)([O-])[O-].[NH4+].[NH4+] (ammonium sulfate). RXN SMILES: [S:1]([O-:5])([O-:4])(=[O:3])=[O:2].[NH4+:6].[NH4+]>O>[S:1](=[O:3])(=[O:2])([OH:5])[O-:4].[NH4+:6].[S:1]([O-:5])([O-:4])(=[O:3])=[O:2].[NH4+:6].[NH4+:6] |f:0.1.2,4.5,6.7.8|. Procedure: adding sufficient ammonium sulfate to the filtered water to produce an aqueous solution of ammonium sulfate and/or ammonium bisulfate having a concentration of about 2 to about 25 weight percent ammonium sulfate and recycle to step (b), and